The task is: describe an organic reaction: reactants, conditions, products, and yield. This data is from the Open Reaction Database (ORD), a public repository of structured organic reaction records. Starting materials: [BH4-], BrCCCBr, CN(C)C=O, N#CSc1ccc(N)c([N+](=O)[O-])c1, [Na+], O. Yields the product Nc1ccc(SCCCBr)cc1[N+](=O)[O-]. Reaction SMILES: [BH4-:19].[Br:21][CH2:22][CH2:23][CH2:24][Br:25].[CH3:14][N:15]([CH3:16])[CH:17]=[O:18].[NH2:1][c:2]1[c:3]([N+:11](=[O:12])[O-:13])[cH:4][c:5]([S:8][C:9]#[N:10])[cH:6][cH:7]1.[Na+:20].[OH2:26]>>[NH2:1][c:2]1[c:3]([N+:11](=[O:12])[O-:13])[cH:4][c:5]([S:8][CH2:9][CH2:23][CH2:22][Br:21])[cH:6][cH:7]1. The reactants are Cc1c([N+](=O)[O-])ccc2nccnc12, CCO, [Cl-], [Na+], [OH-], O, O. The product is Cc1c(N)ccc2nccnc12. RXN SMILES: [CH3:1][c:2]1[c:3]2[n:4][cH:5][cH:6][n:7][c:8]2[cH:9][cH:10][c:11]1[N+:12]([O-:13])=[O:14].[CH3:20][CH2:21][OH:22].[Cl-:17].[Na+:19].[OH-:18].[OH2:15].[OH2:16]>>[CH3:1][c:2]1[c:3]2[n:4][cH:5][cH:6][n:7][c:8]2[cH:9][cH:10][c:11]1[NH2:12]. Starting materials: COC=1C=C2CC(NC2=CC1OC)=O (5,6-dimethoxy-2-indolinone), C(C)(=O)OC(C)=O (acetic anhydride). Run at temperature 130 celsius. The product is C(C)(=O)N1C(CC2=CC(=C(C=C12)OC)OC)=O (1-acetyl-5,6-dimethoxy-2-indolinone). Reaction SMILES: [CH3:1][O:2][C:3]1[CH:4]=[C:5]2[C:9](=[CH:10][C:11]=1[O:12][CH3:13])[NH:8][C:7](=[O:14])[CH2:6]2.[C:15](OC(=O)C)(=[O:17])[CH3:16]>>[C:15]([N:8]1[C:9]2[C:5](=[CH:4][C:3]([O:2][CH3:1])=[C:11]([O:12][CH3:13])[CH:10]=2)[CH2:6][C:7]1=[O:14])(=[O:17])[CH3:16]. Procedure details: 16.0 g of 5,6-dimethoxy-2-indolinone (according to Hahn; Tulus; Chem. Ber. 74, 500 (1941)) are dissolved in 170 ml of acetic anhydride and stirred for more than 3 hours at 130° C. After cooling the residue is filtered off, washed with ether and dried in vacuo at 100° C. Reactants: C([O-])([O-])=O.[K+].[K+] (potassium carbonate), COC(=O)C1=C(C=2C(=NC=CN2)NC1=O)OC(C(C)C)=O (8-isobutyryloxy-6-oxo-5,6-dihydro-pyrido[2,3-b]pyrazine-7-carboxylic acid methyl ester), CI (methyl iodide). The solvent is C(C)(=O)OCC (ethyl acetate), O (water), C(C)#N (acetonitrile). Reported procedure: To a suspension of 8-isobutyryloxy-6-oxo-5,6-dihydro-pyrido[2,3-b]pyrazine-7-carboxylic acid methyl ester (0.422 g) (Example 7.2) in acetonitrile (12 ml) was added potassium carbonate (0.401 g) followed by methyl iodide (0.30 ml). The reaction mixture was heated to 100° C. for 10 minutes in a microwave, and then cooled to ambient temperature. The reaction mixture was diluted with ethyl acetate and water. The phases were separated. The organic phase was washed with water and brine, dried over mag... Conditions: temperature 100 celsius. The yield is 94.5%. Reaction SMILES: [CH3:1][O:2][C:3]([C:5]1[C:14](=[O:15])[NH:13][C:8]2=[N:9][CH:10]=[CH:11][N:12]=[C:7]2[C:6]=1[O:16][C:17](=[O:21])[CH:18]([CH3:20])[CH3:19])=[O:4].[C:22](=O)([O-])[O-].[K+].[K+].CI>C(#N)C.C(OCC)(=O)C.O>[CH3:1][O:2][C:3]([C:5]1[C:14](=[O:15])[N:13]([CH3:22])[C:8]2=[N:9][CH:10]=[CH:11][N:12]=[C:7]2[C:6]=1[O:16][C:17](=[O:21])[CH:18]([CH3:19])[CH3:20])=[O:4] |f:1.2.3|. The product is COC(=O)C1=C(C=2C(=NC=CN2)N(C1=O)C)OC(C(C)C)=O (8-isobutyryloxy-5-methyl-6-oxo-5,6-dihydro-pyrido[2,3-b]pyrazine-7-carboxylic acid methyl ester). The reactants are NC1=C(C(=O)O)C=C(C=C1C)Cl (2-amino-5-chloro-3-methylbenzoic acid), BrC=1C=C(N(C1)C1=NC=CC=C1Br)C(=O)O (4-bromo-1-(3-bromo-2-pyridinyl)-1H-pyrrole-2-carboxylic acid), NC1=C(C(=O)O)C=C(C=C1Br)Br (2-amino-3,5-dibromobenzoic acid), BrC=1C=C(N(C1)C1=NC=CC=C1Cl)C(=O)O (4-bromo-1-(3-chloro-2-pyridinyl)-1H-pyrrole-2-carboxylic acid). The product is BrC=1C=C(C2=C(C(OC(=N2)C=2N(C=C(C2)Br)C2=NC=CC=C2Br)=O)C1)Br (6,8-dibromo-2-[4-bromo-1-(3-bromo-2-pyridinyl)-1H-pyrrol-2-yl]-4H-3,1-benzoxazine-4-one). Reaction SMILES: [Br:1][C:2]1[CH:3]=[C:4]([C:14]([OH:16])=O)[N:5]([C:7]2[C:12]([Br:13])=[CH:11][CH:10]=[CH:9][N:8]=2)[CH:6]=1.[NH2:17][C:18]1[C:26]([Br:27])=[CH:25][C:24]([Br:28])=[CH:23][C:19]=1[C:20](O)=[O:21].BrC1C=C(C(O)=O)N(C2C(Cl)=CC=CN=2)C=1.NC1C(C)=CC(Cl)=CC=1C(O)=O>>[Br:28][C:24]1[CH:25]=[C:26]([Br:27])[C:18]2[N:17]=[C:14]([C:4]3[N:5]([C:7]4[C:12]([Br:13])=[CH:11][CH:10]=[CH:9][N:8]=4)[CH:6]=[C:2]([Br:1])[CH:3]=3)[O:16][C:20](=[O:21])[C:19]=2[CH:23]=1. Procedure: According to the same manner as that of Reference Preparation Example 71-(5), 4-bromo-1-(3-bromo-2-pyridinyl)-1H-pyrrole-2-carboxylic acid and 2-amino-3,5-dibromobenzoic acid were used in place of 4-bromo-1-(3-chloro-2-pyridinyl)-1H-pyrrole-2-carboxylic acid and 2-amino-5-chloro-3-methylbenzoic acid respectively to obtain 6,8-dibromo-2-[4-bromo-1-(3-bromo-2-pyridinyl)-1H-pyrrol-2-yl]-4H-3,1-benzoxazine-4-one of the formula: The reactants are CC1(CCC(N1)=O)C (5,5-dimethylpyrrolid-2-one), CO (methanol). Product: CN1C(CCC1(C)C)=O (1,5,5-trimethylpyrrolid-2one). Isolated yield 86.0%. As a reaction SMILES: [CH3:1][C:2]1([CH3:8])[NH:6][C:5](=[O:7])[CH2:4][CH2:3]1.[CH3:9]O>>[CH3:9][N:6]1[C:2]([CH3:8])([CH3:1])[CH2:3][CH2:4][C:5]1=[O:7]. Procedure: A solution of 113 g (1 mole) of 5,5-dimethylpyrrolid-2-one and 96 g (3 moles) of methanol was vaporized, and passed over an alumina catalyst at 400° C. Working up the gas mixture in a conventional manner to obtain 1,5,5-trimethylpyrrolid-2one gives this compound in about 86% yield; boiling point: 236°-238° C. Procedure: A vigorously stirred suspension of methyl (S)-2-[3-(2-benzyloxy-1-methylethyl)-2-iodo-1H-pyrrolo[2,3-b]pyridin-5-yl]-2-methylpropanoate (4.00 g, 8.12 mmol), 2,5-dimethylphenylboronic acid (1.83 g, 12.2 mmol) and Pd(dppf)Cl2 ·CH2Cl2 (0.33 g, 0.406 mmol) in toluene/MeOH (5:2; 140 mL) was degassed via three vacuum/nitrogen ingress cycles and the resulting mixture was heated to approximately 80° C. 1M Na2CO3 (20.3 mL, 20.3 mmol) was added dropwise via syringe and the resulting mixture maintained at ... Isolated yield 100.0%. Run at temperature 80 celsius. Starting materials: C(=O)([O-])[O-].[Na+].[Na+] (Na2CO3), C(C1=CC=CC=C1)OC[C@@H](C)C1=C(NC2=NC=C(C=C21)C(C(=O)OC)(C)C)I (methyl (S)-2-[3-(2-benzyloxy-1-methylethyl)-2-iodo-1H-pyrrolo[2,3-b]pyridin-5-yl]-2-methylpropanoate), CC1=C(C=C(C=C1)C)B(O)O (2,5-dimethylphenylboronic acid), Pd(dppf)Cl2 ·CH2Cl2. The product is C(C1=CC=CC=C1)OC[C@@H](C)C1=C(NC2=NC=C(C=C21)C(C(=O)OC)(C)C)C2=CC(=CC(=C2)C)C (Methyl (S)-2-[3-(2-benzyloxy-1-methylethyl)-2-(3,5-dimethylphenyl)-1H-pyrrolo[2,3-b]pyridin-5-yl]-2-methylpropanoate). Run in C1(=CC=CC=C1)C.CO (toluene MeOH), C(C)(=O)OCC (ethyl acetate). RXN SMILES: [CH2:1]([O:8][CH2:9][C@H:10]([C:12]1[C:20]2[C:15](=[N:16][CH:17]=[C:18]([C:21]([CH3:27])([CH3:26])[C:22]([O:24][CH3:25])=[O:23])[CH:19]=2)[NH:14][C:13]=1I)[CH3:11])[C:2]1[CH:7]=[CH:6][CH:5]=[CH:4][CH:3]=1.C[C:30]1[CH:35]=[CH:34][C:33]([CH3:36])=[CH:32][C:31]=1B(O)O.[C:40]([O-])([O-])=O.[Na+].[Na+]>C1(C)C=CC=CC=1.CO.C(OCC)(=O)C>[CH2:1]([O:8][CH2:9][C@H:10]([C:12]1[C:20]2[C:15](=[N:16][CH:17]=[C:18]([C:21]([CH3:27])([CH3:26])[C:22]([O:24][CH3:25])=[O:23])[CH:19]=2)[NH:14][C:13]=1[C:35]1[CH:30]=[C:31]([CH3:40])[CH:32]=[C:33]([CH3:36])[CH:34]=1)[CH3:11])[C:2]1[CH:7]=[CH:6][CH:5]=[CH:4][CH:3]=1 |f:2.3.4,5.6|.